This data is from the Open Reaction Database (ORD), a public repository of structured organic reaction records. The task is: describe an organic reaction: reactants, conditions, products, and yield Reactants: NC1=CN=CC(=N1)C1=C2C(=NC=C1)NC(=C2)C2CCN(CC2)C(=O)OC(C)(C)C (tert-butyl 4-(4-(6-aminopyrazin-2-yl)-1H-pyrrolo[2,3-b]pyridin-2-yl)piperidine-1-carboxylate), C(C1=CN=CC=C1)=O (nicotinaldehyde), C(C)(=O)O[BH-](OC(C)=O)OC(C)=O.[Na+] (sodium triacetoxyborohydride), FC(C(=O)O)(F)F (trifluoroacetic acid). Run in C(C)(=O)O (acetic acid), ClCCCl (1,2-dichloroethane), C(Cl)Cl (CH2Cl2). Conditions: time 2 hour. Product: N1CCC(CC1)C1=CC=2C(=NC=CC2C2=CN=CC(=N2)NCC=2C=NC=CC2)N1 (6-[2-(piperidin-4-yl)-1H-pyrrolo[2,3-b]pyridin-4-yl]-N-(pyridin-3-ylmethyl)pyrazin-2-amine), FC(C(=O)[O-])(F)F (trifluoroacetate). As a reaction SMILES: [NH2:1][C:2]1[N:7]=[C:6]([C:8]2[CH:13]=[CH:12][N:11]=[C:10]3[NH:14][C:15]([CH:17]4[CH2:22][CH2:21][N:20](C(OC(C)(C)C)=O)[CH2:19][CH2:18]4)=[CH:16][C:9]=23)[CH:5]=[N:4][CH:3]=1.[CH:30](=O)[C:31]1[CH:36]=[CH:35][CH:34]=[N:33][CH:32]=1.C(O[BH-](OC(=O)C)OC(=O)C)(=O)C.[Na+].[F:52][C:53]([F:58])([F:57])[C:54]([OH:56])=[O:55]>C(Cl)Cl.C(O)(=O)C.ClCCCl>[NH:20]1[CH2:19][CH2:18][CH:17]([C:15]2[NH:14][C:10]3=[N:11][CH:12]=[CH:13][C:8]([C:6]4[N:7]=[C:2]([NH:1][CH2:30][C:31]5[CH:32]=[N:33][CH:34]=[CH:35][CH:36]=5)[CH:3]=[N:4][CH:5]=4)=[C:9]3[CH:16]=2)[CH2:22][CH2:21]1.[F:52][C:53]([F:58])([F:57])[C:54]([O-:56])=[O:55] |f:2.3|. Reported procedure: A solution of Example 319A (50 mg, 0.13 mmol) in a mixed solvent of 1,2-dichloroethane (1 ml) and acetic acid (0.5 ml) was added nicotinaldehyde (20 mg, 0.19 mmol). The mixture was stirred at room temperature for 2 hours and sodium triacetoxyborohydride (40 mg, 0.19 mmol) was added. The mixture was stirred overnight. The reaction mixture was partitioned between water and ethyl acetate. The organic phase was concentrated and purified by flash chromatography on silica gel using an ISCO Companion e... Reactants: C#CC (Propyne), IC1=C(C=C(C=C1)OC)O (2-iodo-5-methoxy-phenol). The reagents and catalysts are [Cu]I (copper(I) Iodide), Cl[Pd]([P](C1=CC=CC=C1)(C2=CC=CC=C2)C3=CC=CC=C3)([P](C4=CC=CC=C4)(C5=CC=CC=C5)C6=CC=CC=C6)Cl (bis(triphenylphosphine)palladium(II) chloride). Solvent: CN(C=O)C (dimethylformamide), CN(C(=N)N(C)C)C (N,N,N′,N′-tetramethylguanidine). Reaction conditions: temperature -78 celsius. The product is COC1=CC2=C(C=C(O2)C)C=C1 (6-methoxy-2-methyl-benzofuran). Isolated yield 69.2%. Reaction SMILES: I[C:2]1[CH:7]=[CH:6][C:5]([O:8][CH3:9])=[CH:4][C:3]=1[OH:10].[CH:11]#[C:12][CH3:13]>CN(C)C=O.CN(C)C(N(C)C)=N.[Cu]I.Cl[Pd](Cl)([P](C1C=CC=CC=1)(C1C=CC=CC=1)C1C=CC=CC=1)[P](C1C=CC=CC=1)(C1C=CC=CC=1)C1C=CC=CC=1>[CH3:9][O:8][C:5]1[CH:6]=[CH:7][C:2]2[CH:11]=[C:12]([CH3:13])[O:10][C:3]=2[CH:4]=1 |^1:31,50|. Procedure details: A solution of 2-iodo-5-methoxy-phenol (39 g, 156 mmol) in dimethylformamide (300 mL) and N,N,N′,N′-tetramethylguanidine (150 mL) is treated with copper(I) Iodide (1.89 g, 9.82 mmol) and bis(triphenylphosphine)palladium(II) chloride (1.9 g; 2.71 mmol; 1.900 g). The mixture is cooled to −78° C. Propyne (100 g; 2.50 moles) is bubbled through the mixture for 1 hour. The reaction mixture is stirred and allowed to warm to room temperature gradually over 6 hours and stirred for 2 days. The reaction mix... The reactants are N(=O)[O-].[Na+] (Sodium nitrite), S(O)(O)(=O)=O (sulfuric acid), ClC1=C(C(=CC(=C1)C(F)(F)F)Cl)NC1=CC=CC=C1 (2,6-dichloro-4-trifluoromethylphenylaniline), [OH-].[NH4+] (ammonium hydroxide), N(=O)[O-].[Na+] (sodium nitrite), S(O)(O)(=O)=O (sulfuric acid), [K].OC=C(C#N)CC#N (2-hydroxymethylenesuccinonitrile potassium salt), C(C)(=O)[O-].[Na+] (sodium acetate). Solvent: C(C)(=O)O (acetic acid), C(C)(=O)O (Acetic acid), ClCCl (dichloromethane), C(C)(=O)O (acetic acid), O (water), C(C)(=O)O (acetic acid). Conditions: temperature 80 celsius. Product: ClC1=C(C(=CC(=C1)C(F)(F)F)Cl)NN=C(C#N)CC#N (2-(2,6-dichloro-4-trifluoromethylphenylhydrazono)succinonitrile). Reaction SMILES: N([O-])=O.[Na+].S(=O)(=O)(O)O.[Cl:10][C:11]1[CH:16]=[C:15]([C:17]([F:20])([F:19])[F:18])[CH:14]=[C:13]([Cl:21])[C:12]=1[NH:22]C1C=CC=CC=1.[K].OC=[C:32]([CH2:35][C:36]#[N:37])[C:33]#[N:34].C([O-])(=O)C.[Na+].[OH-].[NH4+:44]>O.C(O)(=O)C.ClCCl>[Cl:21][C:13]1[CH:14]=[C:15]([C:17]([F:18])([F:19])[F:20])[CH:16]=[C:11]([Cl:10])[C:12]=1[NH:22][N:44]=[C:32]([CH2:35][C:36]#[N:37])[C:33]#[N:34] |f:0.1,4.5,6.7,8.9,^1:28|. Procedure details: Sodium nitrite (3.9 g) was added to stirred concentrated sulfuric acid (12.8 ml) and heated at 80° C. until dissolved. Acetic acid (25 ml) was added at 30° C. A mixture of 2,6-dichloro-4-trifluoromethylphenylaniline (10.0 g) and acetic acid (25 ml) was added over 10 minutes at 20° C. maintaining below 25° C. The mixture was heated at 55° C. for 50 minutes, and further sodium nitrite (0.65 g) and acetic acid (10 ml) added, and after 20 minutes heated to 70° C. and sulfuric acid (2.8 ml) added. Af... Starting materials: ClCCl, O=S(=O)(Cl)c1ccccc1OC(Cl)=CCl, N, O. The product is NS(=O)(=O)c1ccccc1OC(Cl)=CCl. Reaction SMILES: [CH2:18]([Cl:19])[Cl:20].[Cl:1][C:2](=[CH:3][Cl:4])[O:5][c:6]1[c:7]([S:12](=[O:13])(=[O:14])[Cl:15])[cH:8][cH:9][cH:10][cH:11]1.[NH3:17].[OH2:16]>>[Cl:1][C:2](=[CH:3][Cl:4])[O:5][c:6]1[c:7]([S:12](=[O:13])(=[O:14])[NH2:17])[cH:8][cH:9][cH:10][cH:11]1. Starting materials: FC1=CC=C(C(=O)NCC2(OC(N(C3=C2C=C(C=C3)N3C(CCC3)=O)CC3=CC=C(C=C3)OC)=O)C(F)(F)F)C=C1 (4-Fluoro-N-{[1-(4-methoxybenzyl)-2-oxo-6-(2-oxopyrrolidin-1-yl)-4-(trifluoromethyl)-1,4-dihydro-2H-3,1-benzoxazin-4-yl]methyl}benzamide), [Cl-].[Cl-].[Cl-].[Al+3] (aluminum trichloride), O (water). The solvent is C(C)(=O)OCC (ethyl acetate), C1(=CC=CC=C1)OC (anisole). Yields the product FC1=CC=C(C(=O)NCC2(OC(NC3=C2C=C(C=C3)N3C(CCC3)=O)=O)C(F)(F)F)C=C1 (4-fluoro-N-{[2-oxo-6-(2-oxopyrrolidin-1-yl)-4-(trifluoromethyl)-1,4-dihydro-2H-3,1-benzoxazin-4-yl]methyl}benzamide). As a reaction SMILES: [F:1][C:2]1[CH:41]=[CH:40][C:5]([C:6]([NH:8][CH2:9][C:10]2([C:36]([F:39])([F:38])[F:37])[C:15]3[CH:16]=[C:17]([N:20]4[CH2:24][CH2:23][CH2:22][C:21]4=[O:25])[CH:18]=[CH:19][C:14]=3[N:13](CC3C=CC(OC)=CC=3)[C:12](=[O:35])[O:11]2)=[O:7])=[CH:4][CH:3]=1.[Cl-].[Cl-].[Cl-].[Al+3].O>C1(OC)C=CC=CC=1.C(OCC)(=O)C>[F:1][C:2]1[CH:3]=[CH:4][C:5]([C:6]([NH:8][CH2:9][C:10]2([C:36]([F:37])([F:38])[F:39])[C:15]3[CH:16]=[C:17]([N:20]4[CH2:24][CH2:23][CH2:22][C:21]4=[O:25])[CH:18]=[CH:19][C:14]=3[NH:13][C:12](=[O:35])[O:11]2)=[O:7])=[CH:40][CH:41]=1 |f:1.2.3.4|. Procedure: 4-Fluoro-N-{[1-(4-methoxybenzyl)-2-oxo-6-(2-oxopyrrolidin-1-yl)-4-(trifluoromethyl)-1,4-dihydro-2H-3,1-benzoxazin-4-yl]methyl}benzamide (30 mg, 0.0525 mmol), aluminum trichloride (70 mg, 0.525 mmol) were mixed in anisole (0.5 mL), and the mixture was stirred at room temperature. After all the ingredients were dissolved, the temperature of the solution was raised to 100° C. and the solution was stirred for 4 hours. The temperature of the solution was brought to room temperature and the solution w... Starting materials: CC#N, O=C(O)C1CCCN1C(=O)OCc1ccc([N+](=O)[O-])cc1, CC(C)(C)OC(=O)N1CCC(N)C1. Yields the product CC(C)(C)OC(=O)N1CCC(NC(=O)C2CCCN2C(=O)OCc2ccc([N+](=O)[O-])cc2)C1. RXN SMILES: [CH3:35][C:36]#[N:37].[N+:1](=[O:2])([O-:3])[c:4]1[cH:5][cH:6][c:7]([CH2:8][O:9][C:10](=[O:11])[N:12]2[CH:13]([C:14](=[O:15])[OH:16])[CH2:17][CH2:18][CH2:19]2)[cH:20][cH:21]1.[NH2:22][CH:23]1[CH2:24][N:25]([C:28](=[O:29])[O:30][C:31]([CH3:32])([CH3:33])[CH3:34])[CH2:26][CH2:27]1>>[N+:1](=[O:2])([O-:3])[c:4]1[cH:5][cH:6][c:7]([CH2:8][O:9][C:10](=[O:11])[N:12]2[CH:13]([C:14](=[O:16])[NH:22][CH:23]3[CH2:24][N:25]([C:28](=[O:29])[O:30][C:31]([CH3:32])([CH3:33])[CH3:34])[CH2:26][CH2:27]3)[CH2:17][CH2:18][CH2:19]2)[cH:20][cH:21]1. Starting materials: BrC1=C(C=CC(=C1)F)C1N=C(NC(=C1C(=O)OCC)C)C=1SC(=CN1)C(F)(F)F (Ethyl 4-(2-bromo-4-fluorophenyl)-6-methyl-2-(5-(trifluoromethyl)thiazol-2-yl)-1,4-dihydropyrimidine-5-carboxylate), C1CC(=O)N(C1=O)Br (NBS). Run in C(Cl)Cl (DCM). Yields the product BrC1=C(C=CC(=C1)F)C1N=C(NC(=C1C(=O)OCC)CBr)C=1SC(=CN1)C(F)(F)F (Ethyl 4-(2-bromo-4-fluorophenyl)-6-(bromomethyl)-2-(5-(trifluoromethyl)thiazol-2-yl)-1,4-dihydropyrimidine-5-carboxylate). Isolated yield 72.8%. RXN SMILES: [Br:1][C:2]1[CH:7]=[C:6]([F:8])[CH:5]=[CH:4][C:3]=1[CH:9]1[C:14]([C:15]([O:17][CH2:18][CH3:19])=[O:16])=[C:13]([CH3:20])[NH:12][C:11]([C:21]2[S:22][C:23]([C:26]([F:29])([F:28])[F:27])=[CH:24][N:25]=2)=[N:10]1.C1C(=O)N([Br:37])C(=O)C1>C(Cl)Cl>[Br:1][C:2]1[CH:7]=[C:6]([F:8])[CH:5]=[CH:4][C:3]=1[CH:9]1[C:14]([C:15]([O:17][CH2:18][CH3:19])=[O:16])=[C:13]([CH2:20][Br:37])[NH:12][C:11]([C:21]2[S:22][C:23]([C:26]([F:29])([F:28])[F:27])=[CH:24][N:25]=2)=[N:10]1. Reported procedure: Ethyl 4-(2-bromo-4-fluorophenyl)-6-methyl-2-(5-(trifluoromethyl)thiazol-2-yl)-1,4-dihydropyrimidine-5-carboxylate (0.44 g, 0.89 mmol) was reacted with NBS (0.17 g, 0.94 mmol) in DCM (30 mL) according to the procedure as described in Example 1, Step B to give the title compound as a yellow solid (0.37 g, 72%). The compound was characterized by the following spectroscopic data: The reactants are [Br-], CCCCC(=O)Cl, CCCC[N+](CCCC)(CCCC)CCCC, Cc1ccccc1, Cl, NC1(C(=O)O)CCCC1, [Na+], [OH-], O. Yields the product CCCCC(=O)NC1(C(=O)O)CCCC1. As a reaction SMILES: [Br-:20].[C:13]([CH2:14][CH2:15][CH2:16][CH3:17])(=[O:18])[Cl:19].[CH2:21]([N+:22]([CH2:23][CH2:24][CH2:25][CH3:26])([CH2:27][CH2:28][CH2:29][CH3:30])[CH2:31][CH2:32][CH2:33][CH3:34])[CH2:35][CH2:36][CH3:37].[CH3:38][c:39]1[cH:40][cH:41][cH:42][cH:43][cH:44]1.[ClH:3].[NH2:4][C:5]1([C:10](=[O:11])[OH:12])[CH2:6][CH2:7][CH2:8][CH2:9]1.[Na+:2].[OH-:1].[OH2:45]>>[NH:4]([C:5]1([C:10](=[O:11])[OH:12])[CH2:6][CH2:7][CH2:8][CH2:9]1)[C:13]([CH2:14][CH2:15][CH2:16][CH3:17])=[O:18].